Dataset: the Open Reaction Database (ORD), a public repository of structured organic reaction records. Task: describe an organic reaction: reactants, conditions, products, and yield Reactants: N=1N=CN(C1)C1=CC=C(C=C1)NN (4-(1,2,4-triazol-4-yl)phenylhydrazine), COC(CCCCN1CCN(CC1)C(=O)OC(C)(C)C)OC (5-[4-(tert-butyloxycarbonyl)piperazin-1-yl]pentanal dimethyl acetal), C(=O)([O-])[O-].[K+].[K+] (K2CO3). Solvent: S(O)(O)(=O)=O (sulphuric acid). Yields the product N1C=CC2=CC=CC=C12 (indole). The yield is 116.4%. Reaction SMILES: N1N=C[N:4]([C:6]2[CH:11]=[CH:10][C:9](NN)=[CH:8][CH:7]=2)[CH:5]=1.[CH3:14]OC(OC)CCCCN1CCN(C(OC(C)(C)C)=O)CC1.C([O-])([O-])=O.[K+].[K+]>S(=O)(=O)(O)O>[NH:4]1[C:6]2[C:7](=[CH:8][CH:9]=[CH:10][CH:11]=2)[CH:14]=[CH:5]1 |f:2.3.4|. Procedure details: A mixture of 4-(1,2,4-triazol-4-yl)phenylhydrazine (5.0 g, 28.6 mmol) and 5-[4-(tert-butyloxycarbonyl)piperazin-1-yl]pentanal dimethyl acetal (9.03 g, 28.6 mmol) in 4% sulphuric acid (150 ml) was heated at reflux for 48 h. The solution was cooled in an ice-bath, basified with solid K2CO3 and extracted with butan-1-ol (×3). The solvent was removed under vacuum and azeotroped with hexane (×2). The crude product was purified by chromatography on silica gel eluting with CH2Cl2 /MeOH/NH3 (30:8:1) to ... The reactants are polystyrene, N1(C=CC=C1)C=1C=C(C=NC1)C(=O)Cl (5-(1H-pyrrol-1-yl)pyridine-3-carbonyl chloride), NC1=C(C(=O)OC(C)(C)C)C=CC(=C1)OC1=CC=CC=C1 (tert-butyl 2-amino-4-phenoxybenzoate), N1(C=CC=C1)C=1C=C(C=NC1)C(=O)Cl (5-(1H-pyrrol-1-yl)pyridine-3-carbonyl chloride), C(O)([O-])=O.[Na+] (sodium hydrogen carbonate). Solvent: C(Cl)Cl (methylene chloride), C(C)N(CC)CC (triethylamine), C(C)N(CC)CC (triethylamine). Conditions: time 2 hour. Product: O(C1=CC=CC=C1)C1=CC(=C(C(=O)OC(C)(C)C)C=C1)NC(=O)C=1C=NC=C(C1)N1C=CC=C1 (tert-butyl 4-phenoxy-2-(5-(1H-pyrrol-1-yl)pyridine-3-carboxamido)benzoate). Reaction SMILES: [N:1]1([C:6]2[CH:7]=[C:8]([C:12](Cl)=[O:13])[CH:9]=[N:10][CH:11]=2)[CH:5]=[CH:4][CH:3]=[CH:2]1.[NH2:15][C:16]1[CH:28]=[C:27]([O:29][C:30]2[CH:35]=[CH:34][CH:33]=[CH:32][CH:31]=2)[CH:26]=[CH:25][C:17]=1[C:18]([O:20][C:21]([CH3:24])([CH3:23])[CH3:22])=[O:19].C(=O)([O-])O.[Na+]>C(N(CC)CC)C.C(Cl)Cl>[O:29]([C:27]1[CH:26]=[CH:25][C:17]([C:18]([O:20][C:21]([CH3:24])([CH3:22])[CH3:23])=[O:19])=[C:16]([NH:15][C:12]([C:8]2[CH:9]=[N:10][CH:11]=[C:6]([N:1]3[CH:5]=[CH:4][CH:3]=[CH:2]3)[CH:7]=2)=[O:13])[CH:28]=1)[C:30]1[CH:31]=[CH:32][CH:33]=[CH:34][CH:35]=1 |f:2.3|. Procedure details: 0.059 mL of triethylamine and 65 mg of 5-(1H-pyrrol-1-yl)pyridine-3-carbonyl chloride were added to 5.0 mL of methylene chloride solution containing 60 mg of tert-butyl 2-amino-4-phenoxybenzoate at room temperature sequentially and stirred at the same temperature for 2 hours, 0.029 mL of triethylamine and 22 mg of 5-(1H-pyrrol-1-yl)pyridine-3-carbonyl chloride were added to the reaction mixture at room temperature sequentially and stirred at the same temperature for 1 hour. 0.58 g aminomethylate... The reactants are COC(C1=CC=C(C(=O)NC[C@H]2N(C[C@@H](C2)S)S(=O)(=O)C2=CC3=CC=CC=C3C=C2)C=C1)=O ((2S,4R)-N-[4-mercapto-1-(naphthalene-2-sulfonyl)-pyrrolidin-2-ylmethyl]-terephthalamic acid methyl ester), [Li+].[OH-] (LiOH), OS(=O)(=O)[O-].[K+] (KHSO4). The solvent is C1CCOC1 (THF). Run at time 1.5 hour. Product: S[C@@H]1C[C@H](N(C1)S(=O)(=O)C1=CC2=CC=CC=C2C=C1)CNC(C1=CC=C(C(=O)O)C=C1)=O ((2S,4R)-N-[4-mercapto-1-(naphthalene-2-sulfonyl)-pyrrolidin-2-ylmethyl]-terephthalamic acid). As a reaction SMILES: C[O:2][C:3](=[O:33])[C:4]1[CH:32]=[CH:31][C:7]([C:8]([NH:10][CH2:11][C@@H:12]2[CH2:16][C@@H:15]([SH:17])[CH2:14][N:13]2[S:18]([C:21]2[CH:30]=[CH:29][C:28]3[C:23](=[CH:24][CH:25]=[CH:26][CH:27]=3)[CH:22]=2)(=[O:20])=[O:19])=[O:9])=[CH:6][CH:5]=1.[Li+].[OH-].OS([O-])(=O)=O.[K+]>C1COCC1>[SH:17][C@H:15]1[CH2:14][N:13]([S:18]([C:21]2[CH:30]=[CH:29][C:28]3[C:23](=[CH:24][CH:25]=[CH:26][CH:27]=3)[CH:22]=2)(=[O:19])=[O:20])[C@H:12]([CH2:11][NH:10][C:8](=[O:9])[C:7]2[CH:6]=[CH:5][C:4]([C:3]([OH:33])=[O:2])=[CH:32][CH:31]=2)[CH2:16]1 |f:1.2,3.4|. Reported procedure: A degassed solution of 102 mg (0.21 mmol) (2S,4R)-N-[4-mercapto-1-(naphthalene-2-sulfonyl)-pyrrolidin-2-ylmethyl]-terephthalamic acid methyl ester in 12.6 ml THF was treated with 12.6 ml 0.1 M aqueous LiOH (1.26 mmol, 6 eq) at 0° C. and was stirred at room temperature for 1.5 h. 1 M KHSO4 solution was added (pH 2), the layers were separated and the inorganic one was extracted with EtOAc. The combined organic ones were washed with water and brine, dried over Na2SO4 and evaporated, yielding (2S,4R... Starting materials: BrC=1C=C(C=CC1)NC=C1C(OC(OC1=O)(C)C)=O (5-[(3-Bromophenylamino)methylene]-2,2-dimethyl-[1,3]dioxane-4,6-dione). Solvent: C1=CC=C(C=C1)C2=CC=CC=C2.C1=CC=C(C=C1)OC2=CC=CC=C2 (DOWTHERM A). Product: BrC1=CC=C2C(=CC=NC2=C1)O (7-bromoquinolin-4-ol), BrC1=C2C(=CC=NC2=CC=C1)O (5-bromoquinolin-4-ol). RXN SMILES: [Br:1][C:2]1[CH:3]=[C:4]([NH:8][CH:9]=[C:10]2[C:15](=[O:16])OC(C)(C)OC2=O)[CH:5]=[CH:6][CH:7]=1>C1C=CC(C2C=CC=CC=2)=CC=1.C1C=CC(OC2C=CC=CC=2)=CC=1>[Br:1][C:2]1[CH:3]=[C:4]2[C:5]([C:15]([OH:16])=[CH:10][CH:9]=[N:8]2)=[CH:6][CH:7]=1.[Br:1][C:2]1[CH:7]=[CH:6][CH:5]=[C:4]2[C:3]=1[C:15]([OH:16])=[CH:10][CH:9]=[N:8]2 |f:1.2|. Procedure details: 5-[(3-Bromophenylamino)methylene]-2,2-dimethyl-[1,3]dioxane-4,6-dione (32.6 g, 0.100 mol) was heated at 250° C. in DOWTHERM A heat transfer fluid for one hour, and then the reaction was allowed to cool to ambient temperature. A precipitate formed upon cooling and was isolated by filtration and washed with diethyl ether to provide 7-bromoquinolin-4-ol and 5-bromoquinolin-4-ol in a 2:1 ratio.